From a dataset of the Open Reaction Database (ORD), a public repository of structured organic reaction records. describe an organic reaction: reactants, conditions, products, and yield Reactants: OC1=CC2=C(C=C1)C1C(CN(CC1)C(=O)OC(C)(C)C)O2 (tert-butyl 7-hydroxy-3,4,4a,9a-tetrahydro[1]benzofuro[2,3-c]pyridine-2(1H)-carboxylate), C(=O)(OC(C)(C)C)N1CC(C=CC1)O (N-boc-3-hydroxy-1,2,3,6-tetrahydropyridine), BrC1=C(C=CC(=C1)OC)O (2-bromo-4-methoxyphenol). Yields the product OC=1C=CC2=C(C1)C1C(CN(CC1)C(=O)OC(C)(C)C)O2 (Tert-butyl 6-hydroxy-3,4,4a,9a-tetrahydro[1]benzofuro[2,3-c]pyridine-2(1H)-carboxylate). As a reaction SMILES: O[C:2]1[CH:7]=[CH:6][C:5]2[CH:8]3[CH2:13][CH2:12][N:11]([C:14]([O:16][C:17]([CH3:20])([CH3:19])[CH3:18])=[O:15])[CH2:10][CH:9]3[O:21][C:4]=2[CH:3]=1.C(N1CC=CC(O)C1)(OC(C)(C)C)=[O:23].BrC1C=C(OC)C=CC=1O>>[OH:23][C:7]1[CH:2]=[CH:3][C:4]2[O:21][CH:9]3[CH2:10][N:11]([C:14]([O:16][C:17]([CH3:20])([CH3:19])[CH3:18])=[O:15])[CH2:12][CH2:13][CH:8]3[C:5]=2[CH:6]=1. Reported procedure: Tert-butyl 6-hydroxy-3,4,4a,9a-tetrahydro[1]benzofuro[2,3-c]pyridine-2(1H)-carboxylate was synthesized as described for tert-butyl 7-hydroxy-3,4,4a,9a-tetrahydro[1]benzofuro[2,3-c]pyridine-2(1H)-carboxylate starting N-boc-3-hydroxy-1,2,3,6-tetrahydropyridine and 2-bromo-4-methoxyphenol.